This data is from the Open Reaction Database (ORD), a public repository of structured organic reaction records. The task is: describe an organic reaction: reactants, conditions, products, and yield The reactants are CO, [Na+], C1CCOC1, [OH-], CCOC(=O)COc1cccc2c1CCc1sc(S(=O)CC(c3ccccc3)c3ccccc3)nc1-2. Product: O=C(O)COc1cccc2c1CCc1sc(S(=O)CC(c3ccccc3)c3ccccc3)nc1-2. Reaction SMILES: [CH3:44][OH:45].[Na+:38].[O:39]1[CH2:40][CH2:41][CH2:42][CH2:43]1.[OH-:37].[c:1]1([CH:7]([CH2:8][S:9](=[O:10])[c:11]2[s:12][c:13]3[c:14]([n:15]2)-[c:16]2[cH:17][cH:18][cH:19][c:20]([O:24][CH2:25][C:26](=[O:27])[O:28][CH2:29][CH3:30])[c:21]2[CH2:22][CH2:23]3)[c:31]2[cH:32][cH:33][cH:34][cH:35][cH:36]2)[cH:2][cH:3][cH:4][cH:5][cH:6]1>>[c:1]1([CH:7]([CH2:8][S:9](=[O:10])[c:11]2[s:12][c:13]3[c:14]([n:15]2)-[c:16]2[cH:17][cH:18][cH:19][c:20]([O:24][CH2:25][C:26](=[O:27])[OH:28])[c:21]2[CH2:22][CH2:23]3)[c:31]2[cH:32][cH:33][cH:34][cH:35][cH:36]2)[cH:2][cH:3][cH:4][cH:5][cH:6]1. Starting materials: CC=1N=C(SC1CC1=CC(=CC=C1)N1CCN(CC1)C)C(=O)O (4-methyl-5-(3-(4-methylpiperazin-1-yl)benzyl)thiazole-2-carboxylic acid), NC(CO)C1=CC=CC=C1 (2-amino-2-phenylethanol), TEA, CCN=C=NCCCN(C)C.Cl (EDCI.HCl), C=1C=CC2=C(C1)N=NN2O (HOBT). Run in O (H2O), CN(C)C=O (DMF). Conditions: temperature 50 celsius, time 8 hour. Yields the product OCC(C1=CC=CC=C1)NC(=O)C=1SC(=C(N1)C)CC1=CC(=CC=C1)N1CCN(CC1)C (N-(2-hydroxy-1-phenylethyl)-4-methyl-5-(3-(4-methylpiperazin-1-yl)benzyl)thiazole-2-carboxamide). Yield: 48.1%. Reaction SMILES: [CH3:1][C:2]1[N:3]=[C:4]([C:21](O)=[O:22])[S:5][C:6]=1[CH2:7][C:8]1[CH:13]=[CH:12][CH:11]=[C:10]([N:14]2[CH2:19][CH2:18][N:17]([CH3:20])[CH2:16][CH2:15]2)[CH:9]=1.[NH2:24][CH:25]([C:28]1[CH:33]=[CH:32][CH:31]=[CH:30][CH:29]=1)[CH2:26][OH:27].CCN=C=NCCCN(C)C.Cl.C1C=CC2N(O)N=NC=2C=1>CN(C=O)C.O>[OH:27][CH2:26][CH:25]([NH:24][C:21]([C:4]1[S:5][C:6]([CH2:7][C:8]2[CH:13]=[CH:12][CH:11]=[C:10]([N:14]3[CH2:19][CH2:18][N:17]([CH3:20])[CH2:16][CH2:15]3)[CH:9]=2)=[C:2]([CH3:1])[N:3]=1)=[O:22])[C:28]1[CH:33]=[CH:32][CH:31]=[CH:30][CH:29]=1 |f:2.3|. Reported procedure: To a mixture of 4-methyl-5-(3-(4-methylpiperazin-1-yl)benzyl)thiazole-2-carboxylic acid (200 mg, 0.6 mmol), 2-amino-2-phenylethanol (99 mg, 0.7 mmol) and TEA (0.3 mL, 1.8 mmol) in DMF (2 mL), EDCI.HCl (175 mg, 0.9 mmol) and HOBT (95 mg, 0.7 mmol) were added. The mixture was stirred at 50° C. overnight, then cooled to RT, diluted with H2O (50 mL) and extracted with DCM/MeOH (10/1, 4×30 mL). The combined organic layers were washed with a saturated aqueous solution of LiCl (3×20 mL) and brine (20 m... The reactants are C(=O)O (Formic acid), C(C)(=O)OC(C)=O (acetic anhydride), C(C)OC1=CC=C2C(C(=CN(C2=N1)C(C)O)C(=O)O)=O (7-ethoxy-1,4-dihydro-1-hydroxyethyl-4-oxo-1,8-naphthyridine-3-carboxylic acid). Run in N1=CC=CC=C1 (pyridine). Run at time 45 minute. Product: C(C)OC1=CC=C2C(C(=CN(C2=N1)CCOC=O)C(=O)O)=O (7-Ethoxy-1(2-formyloxyethyl)-1,4-dihydro-4-oxo-1,8-naphthyridine-3-carboxylic acid). RXN SMILES: [CH:1]([OH:3])=[O:2].C(OC(=O)C)(=O)C.[CH2:11]([O:13][C:14]1[N:23]=[C:22]2[C:17]([C:18](=[O:30])[C:19]([C:27]([OH:29])=[O:28])=[CH:20][N:21]2[CH:24](O)[CH3:25])=[CH:16][CH:15]=1)[CH3:12]>N1C=CC=CC=1>[CH2:11]([O:13][C:14]1[N:23]=[C:22]2[C:17]([C:18](=[O:30])[C:19]([C:27]([OH:29])=[O:28])=[CH:20][N:21]2[CH2:24][CH2:25][O:2][CH:1]=[O:3])=[CH:16][CH:15]=1)[CH3:12]. Procedure details: Formic acid (1 ml) was added to acetic anhydride (2 ml) which was cooled to 0°. The mixture was warmed to 50° for 15 minutes, cooled to 0° and added to a suspension of 7-ethoxy-1,4-dihydro-1-hydroxyethyl-4-oxo-1,8-naphthyridine-3-carboxylic acid (0.78 g) in dry pyridine (10 ml). The mixture was stirred at 0° for 45 minutes and then for 1 hour at room temperature. The solid was collected and washed with water and dried, m.p. 208.5°-210° (d). (71 %). RXN SMILES: [CH:1]1([n:7]2[c:8](-[c:19]3[cH:20][c:21]4[cH:22][cH:23][c:24](-[c:29]5[cH:30][cH:31][cH:32][cH:33][cH:34]5)[n:25][c:26]4[cH:27][cH:28]3)[n:9][c:10]3[c:11]2[cH:12][cH:13][c:14]([C:16](=[O:17])[OH:18])[cH:15]3)[CH2:2][CH2:3][CH2:4][CH2:5][CH2:6]1.[OH:35][C:36](=[O:37])[CH:38]1[CH2:39][CH2:40][CH2:41][NH:42]1>>[CH:1]1([n:7]2[c:8](-[c:19]3[cH:20][c:21]4[cH:22][cH:23][c:24](-[c:29]5[cH:30][cH:31][cH:32][cH:33][cH:34]5)[n:25][c:26]4[cH:27][cH:28]3)[n:9][c:10]3[c:11]2[cH:12][cH:13][c:14]([C:16](=[O:17])[N:42]2[CH:38]([C:36]([OH:35])=[O:37])[CH2:39][CH2:40][CH2:41]2)[cH:15]3)[CH2:2][CH2:3][CH2:4][CH2:5][CH2:6]1. Starting materials: O=C(O)c1ccc2c(c1)nc(-c1ccc3nc(-c4ccccc4)ccc3c1)n2C1CCCCC1, O=C(O)C1CCCN1. The product is O=C(O)C1CCCN1C(=O)c1ccc2c(c1)nc(-c1ccc3nc(-c4ccccc4)ccc3c1)n2C1CCCCC1. The reactants are COC(C(=O)C1=C(C=CC=C1)OC1=CC=CC=C1)=O (methyl-(2-phenoxyphenyl)-2-oxoacetate), [OH-].[NH4+] (ammonium hydroxide), O (Water), resultant mixture, Cl.CON (O-methylhydroxylamine hydrochloride). Run in CO (methanol). The product is O(C1=CC=CC=C1)C1=C(C=CC=C1)C(C(=O)N)=NOC (2-(2-phenoxyphenyl)-2-methoxyiminoacetamide). Reaction SMILES: CO[C:3](=[O:19])[C:4]([C:6]1[CH:11]=[CH:10][CH:9]=[CH:8][C:7]=1[O:12][C:13]1[CH:18]=[CH:17][CH:16]=[CH:15][CH:14]=1)=O.Cl.[CH3:21][O:22][NH2:23].O.[OH-].[NH4+:26]>CO>[O:12]([C:7]1[CH:8]=[CH:9][CH:10]=[CH:11][C:6]=1[C:4](=[N:23][O:22][CH3:21])[C:3]([NH2:26])=[O:19])[C:13]1[CH:14]=[CH:15][CH:16]=[CH:17][CH:18]=1 |f:1.2,4.5|. Procedure details: To a solution of methyl-(2-phenoxyphenyl)-2-oxoacetate (0.70 g) in methanol (10 ml), 28% aqueous ammonium hydroxide (2.0 ml) was added, and the resultant mixture was stirred overnight, followed by removal of the solvent under reduced pressure. The residue was combined with diethyl ether (150 ml) and water (50 ml) under stirring and, upon dissolution, allowed to stand. The organic layer was separated, washed and dried over anhydrous sodium sulfate. Upon filtration, the filtrate was concentrated u... Starting materials: COC([C@@](NC(=O)OC(C)(C)C)([C@H](OC1OCCCC1)CC(C=CCC)=O)N)=O (N-(t-butoxycarbonyl)-2-amino-4-pentenoyl-O-(tetrahydropyranyl)threonine methyl ester), N1=C(C=CC=C1C)C (2,6-lutidine), [Si](C)(C)(C(C)(C)C)OS(=O)(=O)C(F)(F)F (t-butyldimethylsilyltrifluoromethane sulfonate), [Cl-].[NH4+] (ammonium chloride). Solvent: C(Cl)Cl (methylene chloride). Reaction conditions: time 15 minute. Product: COC([C@@](NC(=O)O[Si](C)(C)C(C)(C)C)([C@H](OC1OCCCC1)CC(C=CCC)=O)N)=O (N-(t-Butyldimethylsilyloxycarbonyl)-2-amino-4-pentenoyl-O-(tetrahydropyranyl)-threonine methyl ester). Reaction SMILES: [CH3:1][O:2][C:3](=[O:29])[C@:4]([NH2:28])([C@@H:13]([CH2:21][C:22](=[O:27])[CH:23]=[CH:24][CH2:25][CH3:26])[O:14][CH:15]1[CH2:20][CH2:19][CH2:18][CH2:17][O:16]1)[NH:5][C:6]([O:8]C(C)(C)C)=[O:7].N1C(C)=CC=CC=1C.[Si:38](OS(C(F)(F)F)(=O)=O)([C:41]([CH3:44])([CH3:43])[CH3:42])([CH3:40])[CH3:39].[Cl-].[NH4+]>C(Cl)Cl>[CH3:1][O:2][C:3](=[O:29])[C@:4]([NH2:28])([C@@H:13]([CH2:21][C:22](=[O:27])[CH:23]=[CH:24][CH2:25][CH3:26])[O:14][CH:15]1[CH2:20][CH2:19][CH2:18][CH2:17][O:16]1)[NH:5][C:6]([O:8][Si:38]([C:41]([CH3:44])([CH3:43])[CH3:42])([CH3:40])[CH3:39])=[O:7] |f:3.4|. Reported procedure: To a methylene chloride solution (1.0 ml) of N-(t-butoxycarbonyl)-2-amino-4-pentenoyl-O-(tetrahydropyranyl)threonine methyl ester (37 mg, 0.09 mmol) and 2,6-lutidine (0.021 ml, 0.18 mmol) was added dropwise t-butyldimethylsilyltrifluoromethane sulfonate (TBDMSOTf) (0.031 ml, 0.14 mmol) at room temperature in a nitrogen atmosphere. After the mixture was stirred for 15 minutes, a saturated aqueous solution of ammonium chloride (2 ml) was added to quench the reaction and extraction with ether was c... Reactants: [Al+3], COc1ccc2c(c1)CCCC2=O, C#N, [Cl-], [Cl-], [Cl-], O=[N+]([O-])c1ccccc1. Yields the product COc1ccc2c(c1)CCC=C2C#N. Reaction SMILES: [Al+3:17].[CH3:1][O:2][c:3]1[cH:4][c:5]2[c:10]([cH:11][cH:12]1)[C:9](=[O:13])[CH2:8][CH2:7][CH2:6]2.[CH:14]#[N:15].[Cl-:16].[Cl-:18].[Cl-:19].[O-:20][N+:21]([c:22]1[cH:23][cH:24][cH:25][cH:26][cH:27]1)=[O:28]>>[CH3:1][O:2][c:3]1[cH:4][c:5]2[c:10]([cH:11][cH:12]1)[C:9]([C:14]#[N:15])=[CH:8][CH2:7][CH2:6]2. The reactants are CN(C)C=O, Cn1nccc1C(=O)O, O=C(Cl)C(=O)Cl, Nc1cnc(Cl)c(N)n1, ClCCl. The product is Cn1nccc1C(=O)Nc1cnc(Cl)c(N)n1. As a reaction SMILES: [CH3:16][N:17]([CH3:18])[CH:19]=[O:20].[CH3:7][n:8]1[n:9][cH:10][cH:11][c:12]1[C:13](=[O:14])[OH:15].[Cl:1][C:2]([C:3]([Cl:4])=[O:5])=[O:6].[Cl:21][c:22]1[c:23]([NH2:29])[n:24][c:25]([NH2:28])[cH:26][n:27]1.[Cl:30][CH2:31][Cl:32]>>[CH3:7][n:8]1[n:9][cH:10][cH:11][c:12]1[C:13](=[O:15])[NH:28][c:25]1[n:24][c:23]([NH2:29])[c:22]([Cl:21])[n:27][cH:26]1. The reactants are O=C(O)C1CCCC2(C1)OCCO2, CCOC(=O)CC(=O)C1CCC2(CC1)OCCO2, O=C(O)C1CCC2(CC1)OCCO2. Product: CCOC(=O)CC(=O)C1CCCC2(C1)OCCO2. RXN SMILES: [O:19]1[CH2:20][CH2:21][O:22][C:23]12[CH2:24][CH:25]([C:29](=[O:30])[OH:31])[CH2:26][CH2:27][CH2:28]2.[O:1]=[C:2]([CH2:3][C:4](=[O:5])[O:6][CH2:7][CH3:8])[CH:9]1[CH2:10][CH2:11][C:12]2([O:13][CH2:14][CH2:15][O:16]2)[CH2:17][CH2:18]1.[O:32]1[C:33]2([CH2:34][CH2:35][CH:36]([C:37]([OH:38])=[O:39])[CH2:40][CH2:41]2)[O:42][CH2:43][CH2:44]1>>[CH2:3]([C:4](=[O:5])[O:6][CH2:7][CH3:8])[C:29]([CH:25]1[CH2:24][C:23]2([O:19][CH2:20][CH2:21][O:22]2)[CH2:28][CH2:27][CH2:26]1)=[O:31]. Starting materials: N1(C=NC=C1)CCN (1H-imidazole-1-ethanamine), BrC1=CC=C(C=C1)S(=O)(=O)Cl (4-bromobenzenesulfonyl chloride). The product is BrC1=CC=C(C=C1)S(=O)(=O)NCCN1C=NC=C1 (4-Bromo-N-[2-(1H-imidazol-1-yl)ethyl]benzenesulfonamide). Reaction SMILES: [N:1]1([CH2:6][CH2:7][NH2:8])[CH:5]=[CH:4][N:3]=[CH:2]1.[Br:9][C:10]1[CH:15]=[CH:14][C:13]([S:16](Cl)(=[O:18])=[O:17])=[CH:12][CH:11]=1>>[Br:9][C:10]1[CH:15]=[CH:14][C:13]([S:16]([NH:8][CH2:7][CH2:6][N:1]2[CH:5]=[CH:4][N:3]=[CH:2]2)(=[O:18])=[O:17])=[CH:12][CH:11]=1. Procedure: When 1H-imidazole-1-ethanamine was treated with 4-bromobenzenesulfonyl chloride by the procedure of Example 20, the compound of this example, mp 165°-167° C., was obtained.